From a dataset of the Open Reaction Database (ORD), a public repository of structured organic reaction records. describe an organic reaction: reactants, conditions, products, and yield Reactants: CCN=C=NCCCN(C)C, CN1CCOCC1, O=C(O)C(OC1CCOCC1)c1ccc(S(=O)(=O)C2CC2)cc1, CC(C)Oc1ccc2nc(N)sc2n1, CN(C)C=O, On1nnc2ccccc21. Product: CC(C)Oc1ccc2nc(NC(=O)C(OC3CCOCC3)c3ccc(S(=O)(=O)C4CC4)cc3)sc2n1. RXN SMILES: [CH3:48][CH2:49][N:50]=[C:51]=[N:52][CH2:53][CH2:54][CH2:55][N:56]([CH3:57])[CH3:58].[CH3:59][N:60]1[CH2:61][CH2:62][O:63][CH2:64][CH2:65]1.[CH:1]1([S:4](=[O:5])(=[O:6])[c:7]2[cH:8][cH:9][c:10]([CH:13]([C:14](=[O:15])[OH:16])[O:17][CH:18]3[CH2:19][CH2:20][O:21][CH2:22][CH2:23]3)[cH:11][cH:12]2)[CH2:2][CH2:3]1.[CH:24]([CH3:25])([CH3:26])[O:27][c:28]1[cH:29][cH:30][c:31]2[c:32]([n:33]1)[s:34][c:35]([NH2:37])[n:36]2.[O:66]=[CH:67][N:68]([CH3:69])[CH3:70].[OH:38][n:39]1[c:40]2[c:41]([cH:42][cH:43][cH:44][cH:45]2)[n:46][n:47]1>>[CH:1]1([S:4](=[O:5])(=[O:6])[c:7]2[cH:8][cH:9][c:10]([CH:13]([C:14](=[O:15])[NH:37][c:35]3[s:34][c:32]4[c:31]([cH:30][cH:29][c:28]([O:27][CH:24]([CH3:25])[CH3:26])[n:33]4)[n:36]3)[O:17][CH:18]3[CH2:19][CH2:20][O:21][CH2:22][CH2:23]3)[cH:11][cH:12]2)[CH2:2][CH2:3]1. Reactants: [OH-].[Na+] (sodium hydroxide), CC1=C(C=C(C(N1C1=CC(=CC=C1)C(F)(F)F)=O)C(=O)OCC)C1=CC=CC=C1 (ethyl 6-methyl-2-oxo-5-phenyl-1-[3-(trifluoromethyl)phenyl]-1,2-dihydropyridine-3-carboxylate). Run in C1CCOC1 (THF), CO (methanol), O (water). Conditions: time 2 hour. Yields the product CC1=C(C=C(C(N1C1=CC(=CC=C1)C(F)(F)F)=O)C(=O)O)C1=CC=CC=C1 (6-Methyl-2-oxo-5-phenyl-1-[3-(trifluoromethyl)phenyl]-1,2-dihydropyridine-3-carboxylic acid). Yield: 78.3%. RXN SMILES: [OH-].[Na+].[CH3:3][C:4]1[N:9]([C:10]2[CH:15]=[CH:14][CH:13]=[C:12]([C:16]([F:19])([F:18])[F:17])[CH:11]=2)[C:8](=[O:20])[C:7]([C:21]([O:23]CC)=[O:22])=[CH:6][C:5]=1[C:26]1[CH:31]=[CH:30][CH:29]=[CH:28][CH:27]=1>C1COCC1.CO.O>[CH3:3][C:4]1[N:9]([C:10]2[CH:15]=[CH:14][CH:13]=[C:12]([C:16]([F:17])([F:18])[F:19])[CH:11]=2)[C:8](=[O:20])[C:7]([C:21]([OH:23])=[O:22])=[CH:6][C:5]=1[C:26]1[CH:31]=[CH:30][CH:29]=[CH:28][CH:27]=1 |f:0.1|. Procedure details: Aqueous 2M sodium hydroxide solution (2.5 ml, 5.0 mmol) was added to a solution of ethyl 6-methyl-2-oxo-5-phenyl-1-[3-(trifluoromethyl)phenyl]-1,2-dihydropyridine-3-carboxylate (0.85 g, 2.12 mmol) in THF (5 ml), methanol (3 ml) and water (1 ml). The reaction mixture was stirred at room temperature for 2 h and then concentrated in vacuo. Acetonitrile (3 ml) was added to the residue and the solution was acidified using TFA. The resulting solid was collected by filtration, washed with water and ace...